This data is from the Open Reaction Database (ORD), a public repository of structured organic reaction records. The task is: describe an organic reaction: reactants, conditions, products, and yield Starting materials: C(C)(C)S(=O)(=O)Cl (Isopropylsulfonyl chloride), C(#N)C1(CCNCC1)C1=CC=C(C=N1)NC(=O)C=1C=NN(C1C)C1=NC=C(C=C1)C(F)(F)F (N-[6-(4-cyanopiperidin-4-yl)pyridin-3-yl]-5-methyl-1-[5-(trifluoromethyl)pyridin-2-yl]-1H-pyrazole-4-carboxamide), C([O-])([O-])=O.[K+].[K+] (potassium carbonate), C(C)(C)S(=O)(=O)Cl (isopropylsulfonyl chloride), C([O-])([O-])=O.[K+].[K+] (potassium carbonate), O (Water). Run in CN(C=O)C (N,N-dimethylformamide). Conditions: time 6 hour. Yields the product C(#N)C1(CCN(CC1)S(=O)(=O)C(C)C)C1=CC=C(C=N1)NC(=O)C=1C=NN(C1C)C1=NC=C(C=C1)C(F)(F)F (N-{6-[4-Cyano-1-(propane-2-sulfonyl)piperidin-4-yl]pyridin-3-yl}-5-methyl-1-[5-(trifluoromethyl)pyridin-2-yl]-1H-pyrazole-4-carboxamide). As a reaction SMILES: [CH:1]([S:4](Cl)(=[O:6])=[O:5])([CH3:3])[CH3:2].[C:8]([C:10]1([C:16]2[N:21]=[CH:20][C:19]([NH:22][C:23]([C:25]3[CH:26]=[N:27][N:28]([C:31]4[CH:36]=[CH:35][C:34]([C:37]([F:40])([F:39])[F:38])=[CH:33][N:32]=4)[C:29]=3[CH3:30])=[O:24])=[CH:18][CH:17]=2)[CH2:15][CH2:14][NH:13][CH2:12][CH2:11]1)#[N:9].C(=O)([O-])[O-].[K+].[K+].O>CN(C)C=O>[C:8]([C:10]1([C:16]2[N:21]=[CH:20][C:19]([NH:22][C:23]([C:25]3[CH:26]=[N:27][N:28]([C:31]4[CH:36]=[CH:35][C:34]([C:37]([F:40])([F:39])[F:38])=[CH:33][N:32]=4)[C:29]=3[CH3:30])=[O:24])=[CH:18][CH:17]=2)[CH2:11][CH2:12][N:13]([S:4]([CH:1]([CH3:3])[CH3:2])(=[O:6])=[O:5])[CH2:14][CH2:15]1)#[N:9] |f:2.3.4|. Reported procedure: Isopropylsulfonyl chloride (72 μl) was added to a suspension of N-[6-(4-cyanopiperidin-4-yl)pyridin-3-yl]-5-methyl-1-[5-(trifluoromethyl)pyridin-2-yl]-1H-pyrazole-4-carboxamide (227 mg) described in Reference Example 169 and potassium carbonate (138 mg) in N,N-dimethylformamide (1.7 ml) and stirred at room temperature for six hours. Then, potassium carbonate (276 mg) and isopropylsulfonyl chloride (144 μl) were added and stirred at room temperature for 0.5 hours. Water was added to the reaction ... The reactants are C(=O)C1=CNC2=CN=C(C=C21)N2N=CN=C2 (3-formyl-5-(1,2,4-triazol-1-yl)-1H-pyrrolo[2,3-c]pyridine), C(C)(C)(C)OC(=O)OC(=O)OC(C)(C)C (di-tert-butyldicarbonate), CN(C)C1=NC=CC=C1 (dimethylaminopyridine). Solvent: C(C)#N (acetonitrile). Reaction conditions: time 16 hour. The product is C(C)(C)(C)OC(=O)N1C=C(C=2C1=CN=C(C2)N2C=NN=C2)C=O (1-tert-Butyloxycarbonyl-3-formyl-5-(1,2,4-triazol-4-yl)pyrrolo[2,3-c]pyridine). The yield is 435.8%. As a reaction SMILES: [CH:1]([C:3]1[C:11]2[C:6](=[CH:7][N:8]=[C:9]([N:12]3[CH:16]=[N:15]C=N3)[CH:10]=2)[NH:5][CH:4]=1)=[O:2].[C:17]([O:21][C:22]([O:24]C(OC(C)(C)C)=O)=O)([CH3:20])([CH3:19])[CH3:18].[CH3:32][N:33](C1C=CC=CN=1)C>C(#N)C>[C:17]([O:21][C:22]([N:5]1[C:6]2=[CH:7][N:8]=[C:9]([N:12]3[CH:16]=[N:15][N:33]=[CH:32]3)[CH:10]=[C:11]2[C:3]([CH:1]=[O:2])=[CH:4]1)=[O:24])([CH3:20])([CH3:19])[CH3:18]. Procedure details: To a solution of 3-formyl-5-(1,2,4-triazol-1-yl)-1H-pyrrolo[2,3-c]pyridine (1.1 g, 5.2 mmol) in acetonitrile (30 mL) was added di-tert-butyldicarbonate (1.69 g, 7.8 mmol) and dimethylaminopyridine (63 mg, 0.52 mmol) and the mixture was stirred at ambient temperature under nitrogen for 16 hours. The solvent was evaporated in vacuo and the residue chromatographed on silica eluting with a gradient of 2 to 5% MeOH in DCM to give a yellow solid. This was triturated with ether. The precipitate was col... The reactants are Cc1ccc(CCC=O)cc1C, Cc1nc(I)cn1CCN. Product: Cc1ccc(CCC2NCCn3c(C)nc(I)c32)cc1C. Reaction SMILES: [CH3:11][c:12]1[cH:13][c:14]([CH2:19][CH2:20][CH:21]=[O:22])[cH:15][cH:16][c:17]1[CH3:18].[I:1][c:2]1[n:3][c:4]([CH3:10])[n:5]([CH2:7][CH2:8][NH2:9])[cH:6]1>>[I:1][c:2]1[n:3][c:4]([CH3:10])[n:5]2[c:6]1[CH:21]([CH2:20][CH2:19][c:14]1[cH:13][c:12]([CH3:11])[c:17]([CH3:18])[cH:16][cH:15]1)[NH:9][CH2:8][CH2:7]2. Starting materials: C(C)OC(=O)C1=C(N=C(S1)C1=CC=C(C=C1)C(F)(F)F)CBr (4-bromomethyl-2-(4-trifluoromethyl-phenyl)-thiazole-5-carboxylic acid ethyl ester), C(C)OC(CNC(=O)OC(C)(C)C)=O (tert-butoxycarbonylamino-acetic acid ethyl ester), [H-].[Na+] (sodium hydride). The solvent is CN(C=O)C (dimethylformamide). Conditions: temperature 0 celsius, time 2 hour. Product: C(C)OC(=O)C1=C(N=C(S1)C1=CC=C(C=C1)C(F)(F)F)CN(CC(=O)OCC)C(=O)OC(C)(C)C (4-[(tert-Butoxycarbonyl-ethoxycarbonylmethyl-amino)-methyl]-2-(4-trifluoromethyl-phenyl)-thiazole-5-carboxylic acid ethyl ester). Yield: 23.2%. As a reaction SMILES: [CH2:1]([O:3][C:4]([C:6]1[S:10][C:9]([C:11]2[CH:16]=[CH:15][C:14]([C:17]([F:20])([F:19])[F:18])=[CH:13][CH:12]=2)=[N:8][C:7]=1[CH2:21]Br)=[O:5])[CH3:2].[CH2:23]([O:25][C:26](=[O:36])[CH2:27][NH:28][C:29]([O:31][C:32]([CH3:35])([CH3:34])[CH3:33])=[O:30])[CH3:24].[H-].[Na+]>CN(C)C=O>[CH2:1]([O:3][C:4]([C:6]1[S:10][C:9]([C:11]2[CH:16]=[CH:15][C:14]([C:17]([F:20])([F:19])[F:18])=[CH:13][CH:12]=2)=[N:8][C:7]=1[CH2:21][N:28]([C:29]([O:31][C:32]([CH3:33])([CH3:35])[CH3:34])=[O:30])[CH2:27][C:26]([O:25][CH2:23][CH3:24])=[O:36])=[O:5])[CH3:2] |f:2.3|. Reported procedure: A mixture of 4-bromomethyl-2-(4-trifluoromethyl-phenyl)-thiazole-5-carboxylic acid ethyl ester (1.05 g, 2.67 mmol), tert-butoxycarbonylamino-acetic acid ethyl ester (540 mg, 2.66 mmol) and sodium hydride (60% in mineral oil, 128 mg, 3.2 mmol) in anhydrous dimethylformamide (10 mL) was stirred at 0° C. for two hours and room temperature for half an hour before it was quenched with brine. The mixture was filtered and the filtrate was extracted with ethyl acetate. The organic layer was washed with ... The reactants are CCO, CC(C)COC(=O)C=CC=O. Product: CC(C)COC(=O)CCC=O. Reaction SMILES: [CH3:12][CH2:13][OH:14].[O:1]=[CH:2][CH:3]=[CH:4][C:5](=[O:6])[O:7][CH2:8][CH:9]([CH3:10])[CH3:11]>>[O:1]=[CH:2][CH2:3][CH2:4][C:5](=[O:6])[O:7][CH2:8][CH:9]([CH3:10])[CH3:11]. Starting materials: resultant mixture, CN(C)CCN(C)C (TMEDA), resultant mixture, C=CC1CO1 (3,4-epoxy-butene-1), C(CCC)[Li] (n-butyllithium). The solvent is CCCCCC (hexane), CCCCCC (hexane), CCCCCC (hexane). Run at temperature 0 celsius. The product is C(C=CCCCCC)O (2-octen-1-ol). Reaction SMILES: CN(CCN(C)C)C.[CH2:9]([Li])[CH2:10][CH2:11][CH3:12].[CH2:14]=[CH:15][CH:16]1[O:18][CH2:17]1>CCCCCC>[CH2:17]([OH:18])[CH:16]=[CH:15][CH2:14][CH2:9][CH2:10][CH2:11][CH3:12]. Procedure details: A solution of 258 mg of TMEDA in 1 ml of hexane was cooled to 0° C., and a hexane solution of n-butyllithium (1.1 mmol) was added dropwise thereto under a nitrogen atmosphere and stirred at 0° C. To the resultant mixture, there was added dropwise 1 ml of a hexane solution of 3,4-epoxy-butene-1 (1 mol/liter). After completion of the addition, the resultant mixture was stirred at 0° C. for 1 hour and at room temperature for 30 minutes, followed by the usual work up. After removal of the solvent, t... Starting materials: CCN1CCN(c2cc(C3CCCC3)c(OC(=O)OC)cc2[N+](=O)[O-])CC1, CCO. The product is CCN1CCN(c2cc(C3CCCC3)c(OC(=O)OC)cc2N)CC1. As a reaction SMILES: [C:1]([O:2][c:3]1[c:4]([CH:20]2[CH2:21][CH2:22][CH2:23][CH2:24]2)[cH:5][c:6]([N:12]2[CH2:13][CH2:14][N:15]([CH2:18][CH3:19])[CH2:16][CH2:17]2)[c:7]([N+:9]([O-:10])=[O:11])[cH:8]1)([O:25][CH3:26])=[O:27].[CH3:28][CH2:29][OH:30]>>[C:1]([O:2][c:3]1[c:4]([CH:20]2[CH2:21][CH2:22][CH2:23][CH2:24]2)[cH:5][c:6]([N:12]2[CH2:13][CH2:14][N:15]([CH2:18][CH3:19])[CH2:16][CH2:17]2)[c:7]([NH2:9])[cH:8]1)([O:25][CH3:26])=[O:27]. The reactants are C1CCOC1, CCOCC, [Cl-], O=C(Nc1ccc(C(O)(C(F)(F)F)C(F)(F)F)cc1)C(F)(F)F, [NH4+]. Yields the product OC(c1ccc(NCC(F)(F)F)cc1)(C(F)(F)F)C(F)(F)F. As a reaction SMILES: [CH2:31]1[O:32][CH2:33][CH2:34][CH2:35]1.[CH3:26][CH2:27][O:28][CH2:29][CH3:30].[Cl-:24].[F:1][C:2]([C:3](=[O:4])[NH:5][c:6]1[cH:7][cH:8][c:9]([C:12]([C:13]([F:14])([F:15])[F:16])([C:17]([F:18])([F:19])[F:20])[OH:21])[cH:10][cH:11]1)([F:22])[F:23].[NH4+:25]>>[F:1][C:2]([CH2:3][NH:5][c:6]1[cH:7][cH:8][c:9]([C:12]([C:13]([F:14])([F:15])[F:16])([C:17]([F:18])([F:19])[F:20])[OH:21])[cH:10][cH:11]1)([F:22])[F:23]. Starting materials: CC(C)CC1C(=O)N(OC2CCCCO2)C1C, COCCOC, [Na+], [Na+], [OH-], O=S(=O)([O-])O. Yields the product CC(C)CC(C(=O)O)C(C)NOC1CCCCO1. RXN SMILES: [CH3:1][CH:2]([CH2:3][CH:4]1[C:5](=[O:16])[N:6]([O:9][CH:10]2[O:11][CH2:12][CH2:13][CH2:14][CH2:15]2)[CH:7]1[CH3:8])[CH3:17].[CH3:26][O:27][CH2:28][CH2:29][O:30][CH3:31].[Na+:19].[Na+:25].[OH-:18].[S:20]([O-:21])(=[O:22])(=[O:23])[OH:24]>>[CH3:1][CH:2]([CH2:3][CH:4]([C:5](=[O:16])[OH:21])[CH:7]([NH:6][O:9][CH:10]1[O:11][CH2:12][CH2:13][CH2:14][CH2:15]1)[CH3:8])[CH3:17].